This data is from the Open Reaction Database (ORD), a public repository of structured organic reaction records. The task is: describe an organic reaction: reactants, conditions, products, and yield Reactants: CCCCN(C(=O)NC1CCCCC1)c1c2ccccc2nn1-c1ccc(Cl)cc1, CN1CCCC1=O, Nc1ccc(F)c(Cl)c1. Product: Fc1ccc(Nc2c3ccccc3nn2-c2ccc(Cl)cc2)cc1Cl. RXN SMILES: [CH2:1]([N:2]([C:3]([NH:4][CH:5]1[CH2:6][CH2:7][CH2:8][CH2:9][CH2:10]1)=[O:11])[c:15]1[n:16](-[c:24]2[cH:25][cH:26][c:27]([Cl:30])[cH:28][cH:29]2)[n:17][c:18]2[cH:19][cH:20][cH:21][cH:22][c:23]12)[CH2:12][CH2:13][CH3:14].[CH3:40][N:41]1[CH2:42][CH2:43][CH2:44][C:45]1=[O:46].[Cl:31][c:32]1[cH:33][c:34]([NH2:39])[cH:35][cH:36][c:37]1[F:38]>>[c:15]1([NH:39][c:34]2[cH:33][c:32]([Cl:31])[c:37]([F:38])[cH:36][cH:35]2)[n:16](-[c:24]2[cH:25][cH:26][c:27]([Cl:30])[cH:28][cH:29]2)[n:17][c:18]2[cH:19][cH:20][cH:21][cH:22][c:23]12. Reactants: ClC1=NC(=NC=C1)NC=1C=NN(C1)CC(=O)NC(C)C (2-(4-(4-chloropyrimidin-2-ylamino)-1H-pyrazol-1-yl)-N-isopropylacetamide), NCC1=C(C=C(C#N)C=C1F)F (4-(aminomethyl)-3,5-difluorobenzonitrile), CC=1C=CC(=CC1)S(=O)(=O)O (TsOH). The solvent is O1CCOCC1 (dioxane). Product: C(#N)C1=CC(=C(CNC2=NC(=NC=C2)NC=2C=NN(C2)CC(=O)NC(C)C)C(=C1)F)F (2-(4-((4-((4-cyano-2,6-difluorobenzyl)amino)pyrimidin-2-yl)amino)-1H-pyrazol-1-yl)-N-isopropylacetamide). As a reaction SMILES: Cl[C:2]1[CH:7]=[CH:6][N:5]=[C:4]([NH:8][C:9]2[CH:10]=[N:11][N:12]([CH2:14][C:15]([NH:17][CH:18]([CH3:20])[CH3:19])=[O:16])[CH:13]=2)[N:3]=1.[NH2:21][CH2:22][C:23]1[C:30]([F:31])=[CH:29][C:26]([C:27]#[N:28])=[CH:25][C:24]=1[F:32].CC1C=CC(S(O)(=O)=O)=CC=1>O1CCOCC1>[C:27]([C:26]1[CH:25]=[C:24]([F:32])[C:23]([CH2:22][NH:21][C:2]2[CH:7]=[CH:6][N:5]=[C:4]([NH:8][C:9]3[CH:10]=[N:11][N:12]([CH2:14][C:15]([NH:17][CH:18]([CH3:20])[CH3:19])=[O:16])[CH:13]=3)[N:3]=2)=[C:30]([F:31])[CH:29]=1)#[N:28]. Reported procedure: A solution of 2-(4-(4-chloropyrimidin-2-ylamino)-1H-pyrazol-1-yl)-N-isopropylacetamide (120 mg, 0.41 mmol) (II-1, prepared by Procedure D), 4-(aminomethyl)-3,5-difluorobenzonitrile (68 mg, 0.41 mmol) (III-1, prepared by Procedure E) and TsOH (56 mg, 0.33 mmol) in dioxane (2 mL) was heated to 160° C. for 2 h then concentrated in vacuo. The residue was dissolved in ethyl acetate, washed with Na2CO3(aq), dried (Na2SO4), concentrated in vacuo and purified by prep. TLC (5-10% v/v MeOH/DCM) to afford ...